From a dataset of the Open Reaction Database (ORD), a public repository of structured organic reaction records. describe an organic reaction: reactants, conditions, products, and yield Reactants: O=C([O-])[O-], CC(=O)O[Cu]OC(C)=O, CC#N, [Cs+], [Cs+], OB(O)c1cc(F)c(F)c(F)c1, O=S1(=O)CCN2CCCC(c3ccc(O)cc3)C2=N1, c1ccncc1. The product is O=S1(=O)CCN2CCCC(c3ccc(Oc4cc(F)c(F)c(F)c4)cc3)C2=N1. As a reaction SMILES: [C:38](=[O:39])([O-:40])[O-:41].[C:47]([O:48][Cu:49][O:50][C:51](=[O:52])[CH3:53])(=[O:54])[CH3:55].[CH3:44][C:45]#[N:46].[Cs+:42].[Cs+:43].[F:1][c:2]1[cH:3][c:4]([B:10]([OH:11])[OH:12])[cH:5][c:6]([F:9])[c:7]1[F:8].[O:13]=[S:14]1(=[O:31])[N:15]=[C:16]2[N:17]([CH2:18][CH2:19]1)[CH2:20][CH2:21][CH2:22][CH:23]2[c:24]1[cH:25][cH:26][c:27]([OH:30])[cH:28][cH:29]1.[cH:32]1[cH:33][cH:34][n:35][cH:36][cH:37]1>>[F:1][c:2]1[cH:3][c:4]([O:30][c:27]2[cH:26][cH:25][c:24]([CH:23]3[C:16]4=[N:15][S:14](=[O:13])(=[O:31])[CH2:19][CH2:18][N:17]4[CH2:20][CH2:21][CH2:22]3)[cH:29][cH:28]2)[cH:5][c:6]([F:9])[c:7]1[F:8]. The product is CS(=O)(=O)c1cnc(NC(=O)c2ccc(O)cc2)s1. Reaction SMILES: [C:2](=[O:3])([CH3:4])[O:5][c:6]1[cH:7][cH:8][c:9]([C:12]([NH:13][c:14]2[s:15][c:16]([S:19](=[O:20])(=[O:21])[CH3:22])[cH:17][n:18]2)=[O:23])[cH:10][cH:11]1.[ClH:1].[O:24]1[CH2:25][CH2:26][CH2:27][CH2:28]1>>[OH:5][c:6]1[cH:7][cH:8][c:9]([C:12]([NH:13][c:14]2[s:15][c:16]([S:19](=[O:20])(=[O:21])[CH3:22])[cH:17][n:18]2)=[O:23])[cH:10][cH:11]1. Starting materials: CC(=O)Oc1ccc(C(=O)Nc2ncc(S(C)(=O)=O)s2)cc1, Cl, C1CCOC1. Starting materials: NC=1C=C(C(=O)OCC)C=CC1F (ethyl 3-amino-4-fluorobenzoate), N1=CC=CC=C1 (pyridine), FC1=C(C(=CC=C1)F)S(=O)(=O)Cl (2,6-difluorobenzenesulfonyl chloride). The solvent is C(Cl)Cl (DCM). Reaction conditions: time 8 hour. Product: FC1=C(C(=CC=C1)F)S(=O)(=O)NC=1C=C(C(=O)OCC)C=CC1F (Ethyl 3-{[(2,6-difluorophenyl)sulfonyl]amino}-4-fluorobenzoate). Isolated yield 73.0%. As a reaction SMILES: [NH2:1][C:2]1[CH:3]=[C:4]([CH:10]=[CH:11][C:12]=1[F:13])[C:5]([O:7][CH2:8][CH3:9])=[O:6].N1C=CC=CC=1.[F:20][C:21]1[CH:26]=[CH:25][CH:24]=[C:23]([F:27])[C:22]=1[S:28](Cl)(=[O:30])=[O:29]>C(Cl)Cl>[F:20][C:21]1[CH:26]=[CH:25][CH:24]=[C:23]([F:27])[C:22]=1[S:28]([NH:1][C:2]1[CH:3]=[C:4]([CH:10]=[CH:11][C:12]=1[F:13])[C:5]([O:7][CH2:8][CH3:9])=[O:6])(=[O:30])=[O:29]. Procedure details: To a solution of ethyl 3-amino-4-fluorobenzoate (5.47 g, 30 mmol) and pyridine (2.55 mL, 33 mmol) in DCM (150 mL) was added 2,6-difluorobenzenesulfonyl chloride (4.45 mL, 33 mmol). The reaction was stirred overnight at rt. After 16 h, the reaction mixture was concentrated, triturated with ether, and dried in vacuo to generate 7.87 g (66% yield) of the product of Step A as a white powder. MS (ESI): 360 (M+H).